Dataset: the Open Reaction Database (ORD), a public repository of structured organic reaction records. Task: describe an organic reaction: reactants, conditions, products, and yield The reactants are [Li+].CC(C)[N-]C(C)C (LDA), C(C)(C)(C)[Si](O[C@@H]1CC[C@H](CC1)N1C(CCCC1)=O)(C)C (trans-1-[4-(tert-Butyl-dimethyl-silanyloxy)-cyclohexyl]-piperidin-2-one), BrCC1=C(C2=C(S1)C=CC=C2)Cl (2-bromomethyl-3-chloro-benzo[b]thiophene). Solvent: C1CCOC1 (THF). Conditions: time 5 minute. Product: C(C)(C)(C)[Si](O[C@@H]1CC[C@H](CC1)N1C(C(CCC1)CC1=C(C2=C(S1)C=CC=C2)Cl)=O)(C)C (trans-1-{4-(tert-Butyl-dimethyl-silanyloxy)-cyclohexy}3-(3-chloro-benzo[b]thiophen-2-ylmethyl)-piperidin-2-one). RXN SMILES: [C:1]([Si:5]([CH3:21])([CH3:20])[O:6][C@H:7]1[CH2:12][CH2:11][C@H:10]([N:13]2[CH2:18][CH2:17][CH2:16][CH2:15][C:14]2=[O:19])[CH2:9][CH2:8]1)([CH3:4])([CH3:3])[CH3:2].[Li+].CC([N-]C(C)C)C.Br[CH2:31][C:32]1[S:36][C:35]2[CH:37]=[CH:38][CH:39]=[CH:40][C:34]=2[C:33]=1[Cl:41]>C1COCC1>[C:1]([Si:5]([CH3:21])([CH3:20])[O:6][C@H:7]1[CH2:8][CH2:9][C@H:10]([N:13]2[CH2:18][CH2:17][CH2:16][CH:15]([CH2:31][C:32]3[S:36][C:35]4[CH:37]=[CH:38][CH:39]=[CH:40][C:34]=4[C:33]=3[Cl:41])[C:14]2=[O:19])[CH2:11][CH2:12]1)([CH3:4])([CH3:3])[CH3:2] |f:1.2|. Reported procedure: Place trans-1-[4-(tert-Butyl-dimethyl-silanyloxy)-cyclohexyl]-piperidin-2-one, (300 mg, 0.96 mmol) in 7.0 mL of THF, cool to −78° C. and treat with 2.0 M LDA (0.72 mL, 1.5 mmol). Stir for 5.0 minutes, treat with 2-bromomethyl-3-chloro-benzo[b]thiophene (375 mg, 1.5 mmol) and stir overnight at room temperature. Quench reaction with ammonium chloride, extract with dichloromethane, dry over sodium sulfate and purify via silica chromatography (ethyl acetate/hexanes 0-25%) affords 310 mg (65